This data is from the Open Reaction Database (ORD), a public repository of structured organic reaction records. The task is: describe an organic reaction: reactants, conditions, products, and yield Starting materials: C(#CCCCC)C1=C(C(=O)N(OC)C)C=CC=C1 (2-(1-Hexyn-1-yl)-N-methyl-N-(methyloxy)benzamide), FC1=CC=C(C[Mg]Cl)C=C1 (4-fluorobenzylmagnesium chloride). Run in C1CCOC1 (THF). The product is FC1=CC=C(C=C1)CC(=O)C1=C(C=CC=C1)C#CCCCC (2-(4-Fluorophenyl)-1-[2-(1-hexyn-1-yl)phenyl]ethanone). Isolated yield 61.0%. RXN SMILES: [C:1]([C:7]1[CH:18]=[CH:17][CH:16]=[CH:15][C:8]=1[C:9](N(C)OC)=[O:10])#[C:2][CH2:3][CH2:4][CH2:5][CH3:6].[F:19][C:20]1[CH:28]=[CH:27][C:23]([CH2:24][Mg]Cl)=[CH:22][CH:21]=1>C1COCC1>[F:19][C:20]1[CH:28]=[CH:27][C:23]([CH2:24][C:9]([C:8]2[CH:15]=[CH:16][CH:17]=[CH:18][C:7]=2[C:1]#[C:2][CH2:3][CH2:4][CH2:5][CH3:6])=[O:10])=[CH:22][CH:21]=1. Procedure details: 2-(1-Hexyn-1-yl)-N-methyl-N-(methyloxy)benzamide (158) (0.50 g, 2.04 mmol) was treated with 4-fluorobenzylmagnesium chloride in THF at room temperature to give 0.37 g (61%) of compound (165) as a yellow oil. 1H NMR (400 MHz, CDCl3): δ 0.93 (t, J=7.2 Hz, 3H), 1.40-1.53 (m, 2H), 1.56-1.65 (m, 2H), 2.45 (t, J=7.1 Hz, 2H), 4.40 (s, 2H), 6.99 (t, J=8.6 Hz, 2H), 7.16-7.22 (m, 2H), 7.26-7.32 (m, 1H), 7.35-7.41 (m, 1H), 7.45-7.52 (m, 2H). Reactants: O (water), FC=1C=C(C(=O)OCC)C=CC1F (ethyl 3,4-difluoro-benzoate), N1N=CN=C1 (1,2,4-triazole), C(=O)([O-])[O-].[K+].[K+] (K2CO3). The solvent is C(C)(=O)OCC (ethyl acetate), CN(C=O)C (N,N-dimethylformamide). Conditions: temperature 150 celsius, time 1 hour. Product: FC=1C=C(C(=O)O)C=CC1N1N=CN=C1 (3-Fluoro-4-(1H-1,2,4-triazol-1-yl)-benzoic acid). As a reaction SMILES: [F:1][C:2]1[CH:3]=[C:4]([CH:10]=[CH:11][C:12]=1F)[C:5]([O:7]CC)=[O:6].[NH:14]1[CH:18]=[N:17][CH:16]=[N:15]1.C([O-])([O-])=O.[K+].[K+].O>CN(C)C=O.C(OCC)(=O)C>[F:1][C:2]1[CH:3]=[C:4]([CH:10]=[CH:11][C:12]=1[N:14]1[CH:18]=[N:17][CH:16]=[N:15]1)[C:5]([OH:7])=[O:6] |f:2.3.4|. Procedure: To a solution of ethyl 3,4-difluoro-benzoate (1.5 g) in N,N-dimethylformamide (15 mL) is added 1,2,4-triazole (1.1 g) and K2CO3 (2.3 g) and the mixture is heated at 150° C. in a microwave oven for 30 min. After cooling to room temperature, water and ethyl acetate are added and the organic layer is dried (MgSO4) and concentrated. The residue is purified by chromatography on silica gel (ethyl acetate/hexane 0:1→1:0). The ester is dissolved in methanol (30 mL) and 4 M aqueous NaOH (3 mL) is added a... Reactants: CC1CCc2ncnc(C3=CCN(C(=O)OC(C)(C)C)CC3)c21, CCOC(C)=O. The product is CC1CCc2ncnc(C3CCN(C(=O)OC(C)(C)C)CC3)c21. Reaction SMILES: [CH3:1][CH:2]1[CH2:3][CH2:4][c:5]2[n:6][cH:7][n:8][c:9]([C:11]3=[CH:12][CH2:13][N:14]([C:17](=[O:18])[O:19][C:20]([CH3:21])([CH3:22])[CH3:23])[CH2:15][CH2:16]3)[c:10]21.[CH3:24][CH2:25][O:26][C:27]([CH3:28])=[O:29]>>[CH3:1][CH:2]1[CH2:3][CH2:4][c:5]2[n:6][cH:7][n:8][c:9]([CH:11]3[CH2:12][CH2:13][N:14]([C:17](=[O:18])[O:19][C:20]([CH3:21])([CH3:22])[CH3:23])[CH2:15][CH2:16]3)[c:10]21. Starting materials: CCOC(=O)CCNC(=O)c1ccc(O)c(F)c1, CCCCP(CCCC)CCCC, CCCCCCC(O)c1ccc(-c2ccc(C(F)(F)F)cc2)c(C)c1, CCOC(C)=O, Cc1ccccc1. Yields the product CCCCCCC(Oc1ccc(C(=O)NCCC(=O)OCC)cc1F)c1ccc(-c2ccc(C(F)(F)F)cc2)c(C)c1. As a reaction SMILES: [CH2:26]([CH3:27])[O:28][C:29]([CH2:30][CH2:31][NH:32][C:33]([c:34]1[cH:35][c:36]([F:41])[c:37]([OH:40])[cH:38][cH:39]1)=[O:42])=[O:43].[CH2:44]([P:45]([CH2:46][CH2:47][CH2:48][CH3:49])[CH2:50][CH2:51][CH2:52][CH3:53])[CH2:54][CH2:55][CH3:56].[CH3:1][c:2]1[c:3](-[c:16]2[cH:17][cH:18][c:19]([C:22]([F:23])([F:24])[F:25])[cH:20][cH:21]2)[cH:4][cH:5][c:6]([CH:8]([CH2:9][CH2:10][CH2:11][CH2:12][CH2:13][CH3:14])[OH:15])[cH:7]1.[CH3:57][CH2:58][O:59][C:60](=[O:61])[CH3:62].[CH3:63][c:64]1[cH:65][cH:66][cH:67][cH:68][cH:69]1>>[CH3:1][c:2]1[c:3](-[c:16]2[cH:17][cH:18][c:19]([C:22]([F:23])([F:24])[F:25])[cH:20][cH:21]2)[cH:4][cH:5][c:6]([CH:8]([CH2:9][CH2:10][CH2:11][CH2:12][CH2:13][CH3:14])[O:15][c:37]2[c:36]([F:41])[cH:35][c:34]([C:33]([NH:32][CH2:31][CH2:30][C:29]([O:28][CH2:26][CH3:27])=[O:43])=[O:42])[cH:39][cH:38]2)[cH:7]1.